This data is from the Open Reaction Database (ORD), a public repository of structured organic reaction records. The task is: describe an organic reaction: reactants, conditions, products, and yield The product is COC1=CC=C2CCC=C(C2=C1)C#N (7-Methoxy-3,4-dihydronaphthalene-1-carbonitrile). Reaction SMILES: [CH3:1][O:2][C:3]1[CH:12]=[C:11]2[C:6]([CH2:7][CH2:8][CH2:9][C:10]2=O)=[CH:5][CH:4]=1.C1C=CC=CC=1.C[Si]([C:24]#[N:25])(C)C.P(Cl)(Cl)(Cl)=O>[I-].[Zn+2].[I-].N1C=CC=CC=1>[CH3:1][O:2][C:3]1[CH:12]=[C:11]2[C:6]([CH2:7][CH2:8][CH:9]=[C:10]2[C:24]#[N:25])=[CH:5][CH:4]=1 |f:4.5.6|. The reactants are COC1=CC=C2CCCC(C2=C1)=O (7-methoxy-1-tetralone), C1=CC=CC=C1 (benzene), P(=O)(Cl)(Cl)Cl (phosphorous oxychloride), C[Si](C)(C)C#N (trimethylsilylcyanide). Run at time 8 hour. Solvent: N1=CC=CC=C1 (Pyridine). Procedure: To a mixture of 7-methoxy-1-tetralone (39.65 g, 0.23 mol), zinc iodide (1.73 g, 5.4 mmol), and benzene (100 mLs) was added trimethylsilylcyanide (25.0 g. 0.25 mol). The mixture was stirred overnight at room temperature. Pyridine (350 mL) was added and phosphorous oxychloride (100 mL) was then added dropwise, with a slight temperature increase. The mixture was heated to reflux and held for 6 hr. TLC showed one mid-Rf spot for the desired product. The mixture was stirred overnight at room temperat... The reagents and catalysts are [I-].[Zn+2].[I-] (zinc iodide). Starting materials: CC(C)(C)[O-], COc1ccc(C=C(C)C)cc1, CCCCC, ClC(Cl)Cl, [K+]. Yields the product COc1ccc(C2C(C)(C)C2(Cl)Cl)cc1. RXN SMILES: [CH3:13][C:14]([CH3:15])([O-:16])[CH3:17].[CH3:1][C:2](=[CH:3][c:4]1[cH:5][cH:6][c:7]([O:10][CH3:11])[cH:8][cH:9]1)[CH3:12].[CH3:23][CH2:24][CH2:25][CH2:26][CH3:27].[CH:19]([Cl:20])([Cl:21])[Cl:22].[K+:18]>>[CH3:1][C:2]1([CH3:12])[CH:3]([c:4]2[cH:5][cH:6][c:7]([O:10][CH3:11])[cH:8][cH:9]2)[C:19]1([Cl:20])[Cl:22]. RXN SMILES: [Br:1][CH2:2][c:3]1[cH:4][cH:5][cH:6][cH:7][cH:8]1.[CH3:9][c:10]1[cH:11][cH:12][c:13]([C:17]#[N:18])[c:14](=[O:16])[nH:15]1>>[CH2:2]([c:3]1[cH:4][cH:5][cH:6][cH:7][cH:8]1)[CH2:9][c:10]1[cH:11][cH:12][c:13]([C:17]#[N:18])[c:14](=[O:16])[nH:15]1. The product is N#Cc1ccc(CCc2ccccc2)[nH]c1=O. Reactants: BrCc1ccccc1, Cc1ccc(C#N)c(=O)[nH]1. Reactants: O=C(Cl)C(=O)Cl, CC(C)(C)N, Cc1ccc(C(=O)O)cn1, Cc1ccccc1, [Na+], CN(C)C=O, [OH-]. Product: Cc1ccc(C(=O)NC(C)(C)C)cn1. RXN SMILES: [C:1]([Cl:2])(=[O:3])[C:4]([Cl:5])=[O:6].[C:22]([CH3:23])([CH3:24])([CH3:25])[NH2:26].[CH3:12][c:13]1[n:14][cH:15][c:16]([C:17](=[O:18])[OH:19])[cH:20][cH:21]1.[CH3:29][c:30]1[cH:31][cH:32][cH:33][cH:34][cH:35]1.[Na+:28].[O:7]=[CH:8][N:9]([CH3:10])[CH3:11].[OH-:27]>>[CH3:12][c:13]1[n:14][cH:15][c:16]([C:17](=[O:19])[NH:26][C:22]([CH3:23])([CH3:24])[CH3:25])[cH:20][cH:21]1. The reactants are C(C)OC(CC1=CN=C(S1)NC(CN)=O)=O (2-[2-Aminoacetylamino]-5-thiazoleacetic acid ethyl ester), C(C)C1=CC2=C(C(C3=C(C=C2)C=C(C=C3)C)C=3C(NC(N(C3)C3=NC(=NC=C3)NCC(=O)NC=3SC=C(N3)CC(=O)O)=O)=O)C=C1 (2-[[4-[5-{2-Ethyl-8-methyl-5H-dibenzo[a,d]cyclohepten-5-yl}-3,4-dihydro-2,4-dioxo-1(2H)-pyrimidinyl]pyrimidin-2-yl amino]acetylamino]-4-thiazoleacetic acid). Product: C(C)C1=CC2=C(C(C3=C(C=C2)C=C(C=C3)C)C=3C(NC(N(C3)C3=NC(=NC=C3)NCC(=O)NC=3SC(=CN3)CC(=O)OCC)=O)=O)C=C1 ((±)-2-[2-[[4-[5-{2-Ethyl-8-methyl-5H-dibenzo[a,d]cyclohepten-5-yl}-3,4-dihydro-2,4-dioxo-1(2H)-pyrimidinyl]pyrimidin-2-yl]amino]acetylamino]-5-thiazoleacetic acid, ethyl ester). Reaction SMILES: [CH2:1]([O:3][C:4](=[O:16])[CH2:5][C:6]1[S:10][C:9]([NH:11][C:12](=[O:15])[CH2:13][NH2:14])=[N:8][CH:7]=1)[CH3:2].[CH2:17]([C:19]1[CH:62]=[CH:61][C:22]2[CH:23]([C:33]3[C:34](=[O:60])[NH:35][C:36](=[O:59])[N:37]([C:39]4[CH:44]=[CH:43][N:42]=[C:41](NCC(NC5SC=C(CC(O)=O)N=5)=O)[N:40]=4)[CH:38]=3)[C:24]3[CH:31]=[CH:30][C:29]([CH3:32])=[CH:28][C:25]=3[CH:26]=[CH:27][C:21]=2[CH:20]=1)[CH3:18]>>[CH2:17]([C:19]1[CH:62]=[CH:61][C:22]2[CH:23]([C:33]3[C:34](=[O:60])[NH:35][C:36](=[O:59])[N:37]([C:39]4[CH:44]=[CH:43][N:42]=[C:41]([NH:14][CH2:13][C:12]([NH:11][C:9]5[S:10][C:6]([CH2:5][C:4]([O:3][CH2:1][CH3:2])=[O:16])=[CH:7][N:8]=5)=[O:15])[N:40]=4)[CH:38]=3)[C:24]3[CH:31]=[CH:30][C:29]([CH3:32])=[CH:28][C:25]=3[CH:26]=[CH:27][C:21]=2[CH:20]=1)[CH3:18]. Procedure details: The subtitle compound was prepared from the product of step (iv) (1.05 g) and the product from example 15 step (viii) (0.5 g) by the method of example 10 step (ii). Purification was by chromatography eluting with 66-100% ethyl acetate in toluene. Yield 0.27 g. The reactants are FC1=CC=C(C(NCC(=O)O)=O)C=C1 (4-fluoro-hippuric acid), C1(=CC=CC=C1)C(C=1C=C(C=CC1)C)N (rac-C-phenyl-C-m-tolyl-methylamine). Product: FC1=CC=C(C(=O)NCC(NC(C=2C=C(C=CC2)C)C2=CC=CC=C2)=O)C=C1 (rac-4-Fluoro-N-{[(phenyl-m-tolyl-methyl)-carbamoyl]-methyl}-benzamide). As a reaction SMILES: [F:1][C:2]1[CH:14]=[CH:13][C:5]([C:6](=[O:12])[NH:7][CH2:8][C:9]([OH:11])=O)=[CH:4][CH:3]=1.[C:15]1([CH:21]([NH2:29])[C:22]2[CH:23]=[C:24]([CH3:28])[CH:25]=[CH:26][CH:27]=2)[CH:20]=[CH:19][CH:18]=[CH:17][CH:16]=1>>[F:1][C:2]1[CH:3]=[CH:4][C:5]([C:6]([NH:7][CH2:8][C:9](=[O:11])[NH:29][CH:21]([C:15]2[CH:20]=[CH:19][CH:18]=[CH:17][CH:16]=2)[C:22]2[CH:23]=[C:24]([CH3:28])[CH:25]=[CH:26][CH:27]=2)=[O:12])=[CH:13][CH:14]=1. Reported procedure: Prepared in analogy to example 1.1 from 4-fluoro-hippuric acid (CA [366-79-0]) and rac-C-phenyl-C-m-tolyl-methylamine (CA [55095-20-0]). Reactants: BrC1=CN=C2N1C=CC(=N2)C(C)(C)O (2-(3-Bromoimidazo[1,2-a]pyrimidin-7-yl)propan-2-ol), FC=1C=C(C(=CC1)C1=CC(=CC=C1)B1OC(C(O1)(C)C)(C)C)C#N (4-fluoro-3′-(4,4,5,5-tetramethyl-[1,3,2]dioxaborolan-2-yl)biphenyl-2-carbonitrile). Yields the product FC=1C=C(C(=CC1)C1=CC(=CC=C1)C1=CN=C2N1C=CC(=N2)C(C)(C)O)C#N (4-fluoro-3′-[7-(2-hydroxyprop-2-yl)imidazo[1,2-a]pyrimidin-3-yl]biphenyl-2-carbonitrile). Yield: 70.0%. RXN SMILES: Br[C:2]1[N:6]2[CH:7]=[CH:8][C:9]([C:11]([OH:14])([CH3:13])[CH3:12])=[N:10][C:5]2=[N:4][CH:3]=1.[F:15][C:16]1[CH:17]=[C:18]([C:37]#[N:38])[C:19]([C:22]2[CH:27]=[CH:26][CH:25]=[C:24](B3OC(C)(C)C(C)(C)O3)[CH:23]=2)=[CH:20][CH:21]=1>>[F:15][C:16]1[CH:17]=[C:18]([C:37]#[N:38])[C:19]([C:22]2[CH:27]=[CH:26][CH:25]=[C:24]([C:2]3[N:6]4[CH:7]=[CH:8][C:9]([C:11]([OH:14])([CH3:13])[CH3:12])=[N:10][C:5]4=[N:4][CH:3]=3)[CH:23]=2)=[CH:20][CH:21]=1. Procedure details: 2-(3-Bromoimidazo[1,2-a]pyrimidin-7-yl)propan-2-ol was coupled with 4-fluoro-3′-(4,4,5,5-tetramethyl-[1,3,2]dioxaborolan-2-yl)biphenyl-2-carbonitrile as described in Example 1 to give 4-fluoro-3′-[7-(2-hydroxyprop-2-yl)imidazo[1,2-a]pyrimidin-3-yl]biphenyl-2-carbonitrile (260 mg, 70%) as a yellow powder: δH (360 MHz, CDCl3) 1.61 (6H, s), 4.51 (1H, s), 7.07 (1H, d, J 7), 7.45 (1H, ddd, J 8, 1 and 1), 7.51-7.60 (3H, m), 7.63-7.69 (2H, m), 7.73 (1H, s), 7.90 (1H, s), 8.94 (1H, d, J 7); m/z (ES+) 38... Reactants: intermediate 13, C(O)CN (ethanolamine), C1(=CC=CC=C1)OC(NC1=CC=C(C=C1)B1OC(C(O1)(C)C)(C)C)=O (phenyl(4-(4,4,5,5-tetramethyl-1,3,2-dioxaborolan-2-yl)phenyl)carbamate), C1(=CC=CC=C1)OC(NC1=CC=C(C=C1)B1OC(C(O1)(C)C)(C)C)=O (phenyl(4-(4,4,5,5-tetramethyl-1,3,2-dioxaborolan-2-yl)phenyl)carbamate). Product: OCCNC(=O)NC1=CC=C(C=C1)B1OC(C(O1)(C)C)(C)C (1-(2-hydroxyethyl)-3-(4-(4,4,5,5-tetramethyl-1,3,2-dioxaborolan-2-yl)phenyl)urea). As a reaction SMILES: C1(O[C:8](=[O:25])[NH:9][C:10]2[CH:15]=[CH:14][C:13]([B:16]3[O:20][C:19]([CH3:22])([CH3:21])[C:18]([CH3:24])([CH3:23])[O:17]3)=[CH:12][CH:11]=2)C=CC=CC=1.[CH2:26]([CH2:28][NH2:29])[OH:27]>>[OH:27][CH2:26][CH2:28][NH:29][C:8]([NH:9][C:10]1[CH:15]=[CH:14][C:13]([B:16]2[O:20][C:19]([CH3:21])([CH3:22])[C:18]([CH3:24])([CH3:23])[O:17]2)=[CH:12][CH:11]=1)=[O:25]. Reported procedure: Method as described for intermediate 13 using phenyl(4-(4,4,5,5-tetramethyl-1,3,2-dioxaborolan-2-yl)phenyl)carbamate (intermediate 17) and ethanolamine to afford a yellow gum (7.6 g) used without further purification. The reactants are CCC1(CC)CC=C(c2ccc(OC)cc2N)CC1, ClCCNCCCl, Clc1ccccc1Cl, Cl. The product is CCC1(CC)CC=C(c2ccc(OC)cc2N2CCNCC2)CC1. As a reaction SMILES: [CH2:1]([CH3:2])[C:3]1([CH2:18][CH3:19])[CH2:4][CH:5]=[C:6]([c:9]2[c:10]([NH2:17])[cH:11][c:12]([O:15][CH3:16])[cH:13][cH:14]2)[CH2:7][CH2:8]1.[Cl:21][CH2:22][CH2:23][NH:24][CH2:25][CH2:26][Cl:27].[Cl:28][c:29]1[c:30]([Cl:31])[cH:32][cH:33][cH:34][cH:35]1.[ClH:20]>>[CH2:1]([CH3:2])[C:3]1([CH2:18][CH3:19])[CH2:4][CH:5]=[C:6]([c:9]2[c:10]([N:17]3[CH2:22][CH2:23][NH:24][CH2:25][CH2:26]3)[cH:11][c:12]([O:15][CH3:16])[cH:13][cH:14]2)[CH2:7][CH2:8]1.